This data is from the Open Reaction Database (ORD), a public repository of structured organic reaction records. The task is: describe an organic reaction: reactants, conditions, products, and yield Starting materials: N1C=NC=C1 (Imidazole), NC1=NC=CC(=C1)CO ((2-Amino-pyridin-4-yl)-methanol), CN(C)C=O (DMF), CC(C)(C)[Si](C)(C)Cl (TBSCl). Yields the product C(C)(C)(C)[SiH2]OC(C1=CC(=NC=C1)N)(C)C (4-(tert-Butyl-dimethyl-silanyloxymethyl)-pyridin-2-ylamine). Reaction SMILES: N[C:2]1[CH:7]=[C:6]([CH2:8]O)[CH:5]=CN=1.[NH:10]1[CH:14]=[CH:13][N:12]=[CH:11]1.[CH3:15][C:16]([Si:19](Cl)(C)C)([CH3:18])[CH3:17].CN(C=[O:27])C>>[C:16]([SiH2:19][O:27][C:6]([CH3:5])([CH3:8])[C:7]1[CH:13]=[CH:14][N:10]=[C:11]([NH2:12])[CH:2]=1)([CH3:18])([CH3:17])[CH3:15]. Reported procedure: (2-Amino-pyridin-4-yl)-methanol (4.68 g, 37.7 mmol) was dissolved in 40 mL anhydrous DMF under N2. Imidazole (2.57 g, 37.7 mmol, 1 equiv) was added followed by the addition of TBSCl (5.68 g, 37.7 mmol, 1 equiv). After 2 hours the reaction was quenched by the addition of water. A precipitate formed which was filtered to afford pure desired product. The aqueous filtrate was extract 3× with EtOAc. The organic phases were dried over Na2SO4, filtered and concentrated to afford additional impure mater...